This data is from the Open Reaction Database (ORD), a public repository of structured organic reaction records. The task is: describe an organic reaction: reactants, conditions, products, and yield The reactants are C(C)NC1=CC=CC(=N1)C (6-ethylamino-2-picoline), ice water, [H-].[Na+] (sodium hydride), C(C)Br (Ethyl bromide). Solvent: C1(=CC=CC=C1)C (toluene), C1(=CC=CC=C1)C (toluene). Run at temperature 93 celsius, time 1 hour. Yields the product C(C)N(C1=CC=CC(=N1)C)CC (6-diethylamino-2-picoline). Reaction SMILES: [H-].[Na+].[CH2:3]([NH:5][C:6]1[N:11]=[C:10]([CH3:12])[CH:9]=[CH:8][CH:7]=1)[CH3:4].[CH2:13](Br)[CH3:14]>C1(C)C=CC=CC=1>[CH2:3]([N:5]([CH2:13][CH3:14])[C:6]1[N:11]=[C:10]([CH3:12])[CH:9]=[CH:8][CH:7]=1)[CH3:4] |f:0.1|. Reported procedure: To a 3000 ml dry toluene were added 185 g of 60% sodium hydride. A solution of 632 g of 6-ethylamino-2-picoline and 500 ml of toluene was dropwise added at 90° C. over about 2 hours to the resulting dispersion and stirred at 93° C. for additional one hour. Ethyl bromide of 554 g were dropwise added at 90° C. over about 2 hours to the resulting mixture and stirred for additional one hour. The reation mixture was added to 3000 ml of ice water. The organic phase was extracted and the extract was wa... The reactants are CC(=O)O, O=[Cr](=O)([O-])O[Cr](=O)(=O)[O-], COc1cc(F)cc2c1-c1c(F)cc(F)cc1C2, [Na+], [Na+], O, O, O. Yields the product COc1cc(F)cc2c1-c1c(F)cc(F)cc1C2=O. Reaction SMILES: [CH3:33][C:34](=[O:35])[OH:36].[Cr:3]([O:4][Cr:5]([O-:6])(=[O:7])=[O:8])([O-:9])(=[O:10])=[O:11].[F:14][c:15]1[cH:16][c:17]2[c:25]([c:26]([F:28])[cH:27]1)-[c:24]1[c:19]([cH:20][c:21]([F:31])[cH:22][c:23]1[O:29][CH3:30])[CH2:18]2.[Na+:12].[Na+:13].[OH2:1].[OH2:2].[OH2:32]>>[O:1]=[C:18]1[c:17]2[cH:16][c:15]([F:14])[cH:27][c:26]([F:28])[c:25]2-[c:24]2[c:19]1[cH:20][c:21]([F:31])[cH:22][c:23]2[O:29][CH3:30]. The reactants are OC1=CC=C2C(C=C(OC2=C1)CO)=O (7-hydroxy-2-(hydroxymethyl)-chromen-4-one), BrCCCCl (1-bromo-3-chloropropane), C([O-])([O-])=O.[K+].[K+] (potassium carbonate), O (water). Run in CC(=O)C (acetone), CN(C=O)C (N,N-dimethylformamide), C(C)OCC (ethyl ether). Product: ClCCCOC1=CC=C2C(C=C(OC2=C1)CO)=O (7-(3-chloropropoxy)-2-(hydroxymethyl)-chromen-4-one). Yield: 50.4%. As a reaction SMILES: [OH:1][C:2]1[CH:11]=[C:10]2[C:5]([C:6](=[O:14])[CH:7]=[C:8]([CH2:12][OH:13])[O:9]2)=[CH:4][CH:3]=1.Br[CH2:16][CH2:17][CH2:18][Cl:19].C(=O)([O-])[O-].[K+].[K+].O>CC(C)=O.CN(C)C=O.C(OCC)C>[Cl:19][CH2:18][CH2:17][CH2:16][O:1][C:2]1[CH:11]=[C:10]2[C:5]([C:6](=[O:14])[CH:7]=[C:8]([CH2:12][OH:13])[O:9]2)=[CH:4][CH:3]=1 |f:2.3.4|. Procedure: A mixture of 6 g (31 mmoles) of the compound obtained in Example 4, 6 mL (61 mmoles) of 1-bromo-3-chloropropane, 4.3 g (31 mmoles) of anhydrous potassium carbonate in 100 mL of acetone and 25 mL of N,N-dimethylformamide was heated at reflux for 16 hours. The reaction mixture was poured onto 100 mL of water and extracted with 100 mL of ethyl acetate. The organic extracts were washed with two portions of 100 mL of water, dried over sodium sulphate and evaporated at vaccum. The residue obtained was... The reactants are B.C1CCOC1 (borane THF), [Si](C1=CC=CC=C1)(C1=CC=CC=C1)(C(C)(C)C)OCCN(C(C[C@H](CSC1=CC=CC=C1)NC1=C(C=C(C=C1)S(N)(=O)=O)S(=O)(=O)C(F)(F)F)=O)CC ((R)—N-(2-(tert-Butyldiphenylsilyloxy)ethyl)-N-ethyl-4-(phenylthio)-3-(4-sulfamoyl-2-(trifluoromethylsulfonyl)phenylamino)butanamide), [Si](C1=CC=CC=C1)(C1=CC=CC=C1)(C(C)(C)C)OCCN(C(C[C@H](CSC1=CC=CC=C1)NC1=C(C=C(C=C1)S(N)(=O)=O)S(=O)(=O)C(F)(F)F)=O)CC ((R)—N-(2-(tert-Butyldiphenylsilyloxy)ethyl)-N-ethyl-4-(phenylthio)-3-(4-sulfamoyl-2-(trifluoromethylsulfonyl)phenylamino)butanamide), B.C1CCOC1 (borane THF). The solvent is N (NH3), CO (MeOH), C1CCOC1 (THF). Reaction conditions: time 8 hour. Yields the product [Si](C1=CC=CC=C1)(C1=CC=CC=C1)(C(C)(C)C)OCCN(CC[C@H](CSC1=CC=CC=C1)NC1=C(C=C(C=C1)S(=O)(=O)N)S(=O)(=O)C(F)(F)F)CC ((R)-4-(4-((2-(tert-butyldiphenylsilyloxy)ethyl)(ethyl)amino)-1-(phenylthio)butan-2-ylamino)-3-(trifluoromethylsulfonyl)benzenesulfonamide). Isolated yield 48.3%. As a reaction SMILES: [Si:1]([O:18][CH2:19][CH2:20][N:21]([CH2:52][CH3:53])[C:22](=O)[CH2:23][C@@H:24]([NH:33][C:34]1[CH:39]=[CH:38][C:37]([S:40](=[O:43])(=[O:42])[NH2:41])=[CH:36][C:35]=1[S:44]([C:47]([F:50])([F:49])[F:48])(=[O:46])=[O:45])[CH2:25][S:26][C:27]1[CH:32]=[CH:31][CH:30]=[CH:29][CH:28]=1)([C:14]([CH3:17])([CH3:16])[CH3:15])([C:8]1[CH:13]=[CH:12][CH:11]=[CH:10][CH:9]=1)[C:2]1[CH:7]=[CH:6][CH:5]=[CH:4][CH:3]=1.B.C1COCC1>C1COCC1.N.CO>[Si:1]([O:18][CH2:19][CH2:20][N:21]([CH2:52][CH3:53])[CH2:22][CH2:23][C@@H:24]([NH:33][C:34]1[CH:39]=[CH:38][C:37]([S:40]([NH2:41])(=[O:42])=[O:43])=[CH:36][C:35]=1[S:44]([C:47]([F:49])([F:50])[F:48])(=[O:45])=[O:46])[CH2:25][S:26][C:27]1[CH:32]=[CH:31][CH:30]=[CH:29][CH:28]=1)([C:14]([CH3:16])([CH3:15])[CH3:17])([C:2]1[CH:7]=[CH:6][CH:5]=[CH:4][CH:3]=1)[C:8]1[CH:9]=[CH:10][CH:11]=[CH:12][CH:13]=1 |f:1.2|. Procedure details: (R)—N-(2-(tert-Butyldiphenylsilyloxy)ethyl)-N-ethyl-4-(phenylthio)-3-(4-sulfamoyl-2-(trifluoromethylsulfonyl)phenylamino)butanamide (INTERMEDIATE 24, 0.59 g, 0.73 mmol) was dissolved in THF (4.6 ml), under a nitrogen atmosphere, and a solution of borane-THF complex (1M in THF; 2.2 ml, 2.2 mmol) was added and the resulting solution was stirred at ambient temperature overnight. An additional solution of borane-THF complex (1M in THF; 2.2 ml, 2.2 mmol) was added. The resulting mixture was stirred a... Reactants: S=C=NC12CC3CC(CC(C3)C1)C2, CCO, NN, O. The product is NNC(=S)NC12CC3CC(CC(C3)C1)C2. As a reaction SMILES: [C:4]12([N:14]=[C:15]=[S:16])[CH2:5][CH:6]3[CH2:7][CH:8]([CH2:9][CH:10]([CH2:11]1)[CH2:12]3)[CH2:13]2.[CH3:17][CH2:18][OH:19].[NH2:2][NH2:3].[OH2:1]>>[NH:2]([NH2:3])[C:15]([NH:14][C:4]12[CH2:5][CH:6]3[CH2:7][CH:8]([CH2:9][CH:10]([CH2:11]1)[CH2:12]3)[CH2:13]2)=[S:16].